This data is from the Open Reaction Database (ORD), a public repository of structured organic reaction records. The task is: describe an organic reaction: reactants, conditions, products, and yield Starting materials: BrC=1C=C(C=O)C=CC1O (3-bromo-4-hydroxybenzaldehyde), [N+](=O)(O)[O-] (nitric acid), ice water, N(=O)[O-].[Na+] (sodium nitrite). Run in C(C)(=O)O (acetic acid). Run at time 2 hour. Product: BrC=1C=C(C=O)C=C(C1O)[N+](=O)[O-] (3-bromo-4-hydroxy-5-nitrobenzaldehyde). As a reaction SMILES: [Br:1][C:2]1[CH:3]=[C:4]([CH:7]=[CH:8][C:9]=1[OH:10])[CH:5]=[O:6].[N+:11]([O-])([OH:13])=[O:12].N([O-])=O.[Na+]>C(O)(=O)C>[Br:1][C:2]1[CH:3]=[C:4]([CH:7]=[C:8]([N+:11]([O-:13])=[O:12])[C:9]=1[OH:10])[CH:5]=[O:6] |f:2.3|. Procedure details: A solution of 3-bromo-4-hydroxybenzaldehyde (6.30 g) in acetic acid (45 ml) was added dropwise with 70% nitric acid (5.85 ml) on a water bath, then added with sodium nitrite (62 mg), and further stirred for 2 hours. The reaction mixture was poured into ice water (300 ml), and precipitates were taken by filtration, and washed with water (50 ml×3). The precipitates were dried under reduced pressure for 24 hours to obtain the title compound (Intermediate 26, 5.88 g). Reactants: [Si](OCCOC)(OCCOC)(OCCOC)CCN ((CH3OCH2CH2O)3Si(CH2)2NH2), (C2H5O)2C6H5Si(CH2)3O(CH2)3NH2, [Si](OCC)(OCC)(OCC)CCCOCCCN ((C2H5O)3Si(CH2)3O(CH2)3NH2), (C2H5O)2CH3Si(CH2)3NH2, [Si](OCC)(OCC)(OCC)CCCOCCN ((C2H5O)3Si(CH2)3O(CH2)2NH2), [Si](OCC)(OCC)(OCC)CCCN ((C2H5O)3Si(CH2)3NH2), [Si](OCCOC)(OCCOC)(OCCOC)CCCN ((CH3OCH2CH2O)3Si(CH2)3NH2), [Si](OCC)(OCC)(OCC)COCCN ((C2H5O)3SiCH2O(CH2)2NH2). Yields the product [Si](OC)(OC)(OC)CCCNCCN ((CH3O)3Si(CH2)3NH(CH2)2NH2). RXN SMILES: [Si]([CH2:17][CH2:18][NH2:19])(OCCOC)(OCCOC)OCCOC.[Si:20]([CH2:30][CH2:31][CH2:32][NH2:33])([O:27][CH2:28]C)([O:24][CH2:25]C)[O:21][CH2:22]C.[Si](CCCN)(OCCOC)(OCCOC)OCCOC.[Si](CCCOCCCN)(OCC)(OCC)OCC.[Si](COCCN)(OCC)(OCC)OCC.[Si](CCCOCCN)(OCC)(OCC)OCC>>[Si:20]([CH2:30][CH2:31][CH2:32][NH:33][CH2:17][CH2:18][NH2:19])([O:27][CH3:28])([O:24][CH3:25])[O:21][CH3:22]. Procedure details: (CH3OCH2CH2O)3Si(CH2)2NH2 ; (C2H5O)3Si(CH2)3NH2 ; (CH3OCH2CH2O)3Si(CH2)3NH2 ; (C2H5O)3Si(CH2)3O(CH2)3NH2 ; (C2H5O)2C6H5Si(CH2)3O(CH2)3NH2 ; (C2H5O)3SiCH2O(CH2)2NH2 ; (C2H5O)3Si(CH2)3O(CH2)2NH2 ; (C2H5O)2CH3Si(CH2)3NH2. The reactants are NCC1=CC=C(C(=O)N(C2=C(C=CC=C2)OC)CCN2CCC(CC2)C(C2=CC=C(C=C2)F)=O)C=C1 (4-aminomethyl-N-{2-[4-(4-fluorobenzoyl)piperidino]-ethyl}-N-(2-methoxyphenyl)benzamide), CS(=O)(=O)Cl (methanesulfonyl chloride). The product is FC1=CC=C(C(=O)C2CCN(CC2)CCN(C(C2=CC=C(C=C2)CNS(=O)(=O)C)=O)C2=C(C=CC=C2)OC)C=C1 (N-{2-[4-(4-fluorobenzoyl)piperidino]ethyl}-4-(methanesulfonylamino)methyl-N-(2-methoxyphenyl)benzamide). Isolated yield 57.3%. RXN SMILES: [NH2:1][CH2:2][C:3]1[CH:36]=[CH:35][C:6]([C:7]([N:9]([CH2:18][CH2:19][N:20]2[CH2:25][CH2:24][CH:23]([C:26](=[O:34])[C:27]3[CH:32]=[CH:31][C:30]([F:33])=[CH:29][CH:28]=3)[CH2:22][CH2:21]2)[C:10]2[CH:15]=[CH:14][CH:13]=[CH:12][C:11]=2[O:16][CH3:17])=[O:8])=[CH:5][CH:4]=1.[CH3:37][S:38](Cl)(=[O:40])=[O:39]>>[F:33][C:30]1[CH:29]=[CH:28][C:27]([C:26]([CH:23]2[CH2:24][CH2:25][N:20]([CH2:19][CH2:18][N:9]([C:10]3[CH:15]=[CH:14][CH:13]=[CH:12][C:11]=3[O:16][CH3:17])[C:7](=[O:8])[C:6]3[CH:5]=[CH:4][C:3]([CH2:2][NH:1][S:38]([CH3:37])(=[O:40])=[O:39])=[CH:36][CH:35]=3)[CH2:21][CH2:22]2)=[O:34])=[CH:32][CH:31]=1. Procedure details: Using 4-aminomethyl-N-{2-[4-(4-fluorobenzoyl)piperidino]-ethyl}-N-(2-methoxyphenyl)benzamide (60 mg, 0.123 mmol) and methanesulfonyl chloride (11 μl, 0.142 mmol), the procedure of Inventive Example 94 was repeated to obtain 40 mg (57.5%) of the title compound in a colorless amorphous form.